From a dataset of the Open Reaction Database (ORD), a public repository of structured organic reaction records. describe an organic reaction: reactants, conditions, products, and yield The reactants are ClC1=C(C=CC=C1)N1N=C(C=C1C=1SC(=CC1)C1=CC(=CC=C1)S(=O)(=O)C)C(=O)Cl (1-(2-chlorophenyl)-5-(5-(3-(methylsulfonyl)phenyl)thiophen-2-yl)-1H-pyrazole-3-carbonyl chloride), C(C)(C)N(C(C)C)CC (N,N-diisopropylethylamine), N1CCC(C(=O)OC)CC1 (methyl isonipecotate). The reagents and catalysts are CN(C)C=1C=CN=CC1 (DMAP). Reaction conditions: time 3 hour. The product is ClC1=C(C=CC=C1)N1N=C(C=C1C=1SC(=CC1)C1=CC(=CC=C1)S(=O)(=O)C)C(=O)N1CCC(CC1)C(=O)OC (methyl 1-{[1-(2-chlorophenyl)-5-{5-[3-(methylsulfonyl)phenyl]-2-thienyl}-1H-pyrazol-3-yl]carbonyl}piperidine-4-carboxylate). Isolated yield 8.2%. RXN SMILES: [Cl:1][C:2]1[CH:7]=[CH:6][CH:5]=[CH:4][C:3]=1[N:8]1[C:12]([C:13]2[S:14][C:15]([C:18]3[CH:23]=[CH:22][CH:21]=[C:20]([S:24]([CH3:27])(=[O:26])=[O:25])[CH:19]=3)=[CH:16][CH:17]=2)=[CH:11][C:10]([C:28](Cl)=[O:29])=[N:9]1.C(N(CC)C(C)C)(C)C.[NH:40]1[CH2:49][CH2:48][CH:43]([C:44]([O:46][CH3:47])=[O:45])[CH2:42][CH2:41]1>CN(C1C=CN=CC=1)C>[Cl:1][C:2]1[CH:7]=[CH:6][CH:5]=[CH:4][C:3]=1[N:8]1[C:12]([C:13]2[S:14][C:15]([C:18]3[CH:23]=[CH:22][CH:21]=[C:20]([S:24]([CH3:27])(=[O:26])=[O:25])[CH:19]=3)=[CH:16][CH:17]=2)=[CH:11][C:10]([C:28]([N:40]2[CH2:49][CH2:48][CH:43]([C:44]([O:46][CH3:47])=[O:45])[CH2:42][CH2:41]2)=[O:29])=[N:9]1. Procedure details: To a solution of 1-(2-chlorophenyl)-5-(5-(3-(methylsulfonyl)phenyl)thiophen-2-yl)-1H-pyrazole-3-carbonyl chloride (0.23 mmol crude from previous step) in CDCl3 (12 ml) was added N,N-diisopropylethylamine (150 μL, 0.86 mmol) and a small amount of DMAP. The resulting mixture was treated with methyl isonipecotate (62 μL, 0.46 mmol). After stirring for 3 hours at ambient temperature the reaction was quenched by dilution with H2O, and dilution with CH2Cl2. The layers were separated and the basic aque... The reactants are Cl.CN(C1(CC=C(CC1)C=1NC2=CC=CC=C2C1CC1CCCCC1)C1=CC=CC=C1)C ((±)-2-(4-(Dimethylamino)-4-phenylcyclohex-1-enyl)-3-(cyclohexylmethyl)-1H-indole hydrochloride), [Sn] (Tin). Solvent: Br (hydrogen bromide), O (water). Reaction conditions: time 20 minute. Product: C(C1=CC=CC=C1)C1=C(NC2=CC=CC=C12)C1CCC(CC1)(N(C)C)C1=CC=CC=C1 (4-(3-Benzyl-1H-indol-2-yl)-N,N-dimethyl-1-phenylcyclohexanamine). As a reaction SMILES: Cl.[CH3:2][N:3]([CH3:32])[C:4]1([C:26]2[CH:31]=[CH:30][CH:29]=[CH:28][CH:27]=2)[CH2:9][CH2:8][C:7]([C:10]2[NH:11][C:12]3[C:17]([C:18]=2[CH2:19][CH:20]2[CH2:25][CH2:24][CH2:23][CH2:22][CH2:21]2)=[CH:16][CH:15]=[CH:14][CH:13]=3)=[CH:6][CH2:5]1.[Sn]>Br.O>[CH2:19]([C:18]1[C:17]2[C:12](=[CH:13][CH:14]=[CH:15][CH:16]=2)[NH:11][C:10]=1[CH:7]1[CH2:6][CH2:5][C:4]([C:26]2[CH:31]=[CH:30][CH:29]=[CH:28][CH:27]=2)([N:3]([CH3:2])[CH3:32])[CH2:9][CH2:8]1)[C:20]1[CH:21]=[CH:22][CH:23]=[CH:24][CH:25]=1 |f:0.1,^3:32|. Procedure: Ex. 41 (768 mg, 1.733 mmol) was dissolved in hydrogen bromide/glacial acetic acid (33% HBr, 40 ml). Tin powder (2.060 g, 17.353 mmol) was then added to the mixture in portions at room temperature in the course of 40 min and the mixture was stirred for a further 20 min. The mixture was then diluted with water (100 ml). The mixture was stirred at 5° C. for 1 h. The product precipitated out as the hydrobromide. This was filtered off and washed with water (2×5 ml). 1 N NaOH (50 ml) was added to the ...